Task: describe an organic reaction: reactants, conditions, products, and yield. Dataset: the Open Reaction Database (ORD), a public repository of structured organic reaction records Reactants: [H][H] (hydrogen), 140, C1(=CC=CC=C1)CN1CCC(CC1)NC1=NC2=C(N1CCOCCO)C=CC=C2 (2-[2-[2-[[1-(phenylmethyl)-4-piperidinyl]amino]-1H-benzimidazol-1-yl]ethoxy]ethanol). Solvent: CO (methanol). As a reaction SMILES: C1(C[N:8]2[CH2:13][CH2:12][CH:11]([NH:14][C:15]3[N:19]([CH2:20][CH2:21][O:22][CH2:23][CH2:24][OH:25])[C:18]4[CH:26]=[CH:27][CH:28]=[CH:29][C:17]=4[N:16]=3)[CH2:10][CH2:9]2)C=CC=CC=1.[H][H]>[Pd].CO>[NH:8]1[CH2:13][CH2:12][CH:11]([NH:14][C:15]2[N:19]([CH2:20][CH2:21][O:22][CH2:23][CH2:24][OH:25])[C:18]3[CH:26]=[CH:27][CH:28]=[CH:29][C:17]=3[N:16]=2)[CH2:10][CH2:9]1. The reagents and catalysts are [Pd] (palladium-on-charcoal). Product: 53.3, N1CCC(CC1)NC1=NC2=C(N1CCOCCO)C=CC=C2 (2-[2-[2-(4-piperidinylamino)-1H-benzimidazol-1-yl]ethoxy]ethanol). Reported procedure: A mixture of 140 parts of 2-[2-[2-[[1-(phenylmethyl)-4-piperidinyl]amino]-1H-benzimidazol-1-yl]ethoxy]ethanol and 480 parts of methanol was hydrogenated at normal pressure and at room temperature with 5 parts of palladium-on-charcoal catalyst 10%. After the calculated amount of hydrogen was taken up, the catalyst was filtered off over diatomaceous earth and the filtrate was evaporated. The residue was crystallized twice from acetonitrile. The product was filtered off and dried, yielding 53.3 par... The yield is 46.0%. The reactants are CC1(C=2C=C(C(=CC2C(CC1)(C)C)[N+](=O)[O-])[N+](=O)[O-])C (5,6,7,8-tetrahydro-5,5,8,8-tetramethyl-2,3-dinitro-naphthalene). The reagents and catalysts are [Ni] (Raney-nickel). Run in CO (methanol). Conditions: time 48 hour. Product: CC1(C=2C=C(C(=CC2C(CC1)(C)C)N)N)C (5,6,7,8-tetrahydro-5,5,8,8-tetramethyl-2,3-naphthalene-diamine). Yield: 85.6%. RXN SMILES: [CH3:1][C:2]1([CH3:20])[CH2:11][CH2:10][C:9]([CH3:13])([CH3:12])[C:8]2[CH:7]=[C:6]([N+:14]([O-])=O)[C:5]([N+:17]([O-])=O)=[CH:4][C:3]1=2>CO.[Ni]>[CH3:12][C:9]1([CH3:13])[CH2:10][CH2:11][C:2]([CH3:1])([CH3:20])[C:3]2[CH:4]=[C:5]([NH2:17])[C:6]([NH2:14])=[CH:7][C:8]1=2. Procedure: 39.0 g of 5,6,7,8-tetrahydro-5,5,8,8-tetramethyl-2,3-dinitro-naphthalene in 1300 ml of methanol were hydrogenated with Raney-nickel in a 2 l hydrogenation flask. The H2 -uptake after 48 hours was 20.7 l (18.8 l=theory). The catalyst was removed by filtration under suction, the solution was again filtered and the filtrate was evaporated in vacuo. The residue was crystallized from isopropanol. There were obtained 26.2 g (85.5% of theory) of 5,6,7,8-tetrahydro-5,5,8,8-tetramethyl-2,3-naphthalene-di... Starting materials: Cl, Cl, NO, [Na+], [OH-], COC(=O)c1ccncc1O. The product is O=C(NO)c1ccncc1O. RXN SMILES: [ClH:12].[ClH:17].[NH2:13][OH:14].[Na+:16].[OH-:15].[OH:1][c:2]1[c:3]([C:4](=[O:5])[O:6][CH3:7])[cH:8][cH:9][n:10][cH:11]1>>[OH:1][c:2]1[c:3]([C:4](=[O:5])[NH:13][OH:14])[cH:8][cH:9][n:10][cH:11]1. The reactants are ClC1=CC=C(CNC(=O)C=2C(C3=C(N(C2)C)C(=C(S3)CCl)C)=O)C=C1 (N-(4-chlorobenzyl)-2-(chloromethyl)-3,4-dimethyl-7-oxo-4,7-dihydrothieno[3,2-b]pyridine-6-carboxamide), OCCNCC(C1=CC=CC=C1)O (α-2-hydroxyethylaminomethyl-benzyl alcohol), C(C)(C)N(CC)C(C)C (diisopropylethylamine). Solvent: O (water), CN(C)C=O (DMF). The product is ClC1=CC=C(CNC(=O)C=2C(C3=C(N(C2)C)C(=C(S3)CN(CC(C3=CC=CC=C3)O)CCO)C)=O)C=C1 (N-(4-chlorobenzyl)-2-{[(2-hydroxyethyl)(2-hydroxy-2-phenylethyl)amino]methyl}-3,4-dimethyl-7-oxo-4,7-dihydrothieno[3,2-b]pyridine-6-carboxamide). As a reaction SMILES: [Cl:1][C:2]1[CH:25]=[CH:24][C:5]([CH2:6][NH:7][C:8]([C:10]2[C:11](=[O:23])[C:12]3[S:19][C:18]([CH2:20]Cl)=[C:17]([CH3:22])[C:13]=3[N:14]([CH3:16])[CH:15]=2)=[O:9])=[CH:4][CH:3]=1.[OH:26][CH2:27][CH2:28][NH:29][CH2:30][CH:31]([OH:38])[C:32]1[CH:37]=[CH:36][CH:35]=[CH:34][CH:33]=1.C(N(C(C)C)CC)(C)C>CN(C=O)C.O>[Cl:1][C:2]1[CH:25]=[CH:24][C:5]([CH2:6][NH:7][C:8]([C:10]2[C:11](=[O:23])[C:12]3[S:19][C:18]([CH2:20][N:29]([CH2:28][CH2:27][OH:26])[CH2:30][CH:31]([OH:38])[C:32]4[CH:37]=[CH:36][CH:35]=[CH:34][CH:33]=4)=[C:17]([CH3:22])[C:13]=3[N:14]([CH3:16])[CH:15]=2)=[O:9])=[CH:4][CH:3]=1. Reported procedure: A mixture of N-(4-chlorobenzyl)-2-(chloromethyl)-3,4-dimethyl-7-oxo-4,7-dihydrothieno[3,2-b]pyridine-6-carboxamide (75 mg, 0.190 mmol), α-2-hydroxyethylaminomethyl-benzyl alcohol (Bulletin of the Chemical Society of Japan, 56(1), 212-18; 1983)(51 mg, 0.28 mmol) and diisopropylethylamine (50 μL, 0.29 mmol) in dry DMF (4.0 mL) was heated to 60° C. for 18 hours. The solution was then diluted with water (20 mL). The resulting precipitate was collected by filtration and the collected solid was dried ... Reactants: ClC1=C(C=CC=C1)C(C1=C(C=CC(=C1)Cl)N1C=NC=C1C)=O (2',5 -dichloro-2-(5-methylimidazol-1-yl)benzophenone), C=O (formaldehyde). Yields the product ClC1=C(C=CC=C1)C(C1=C(C=CC(=C1)Cl)N1C(=NC=C1C)CO)=O (2',5-dichloro-2-[2-(hydroxymethyl)-5-methylimidazol-1-yl]benzophenone). Reaction SMILES: [Cl:1][C:2]1[CH:7]=[CH:6][CH:5]=[CH:4][C:3]=1[C:8](=[O:22])[C:9]1[CH:14]=[C:13]([Cl:15])[CH:12]=[CH:11][C:10]=1[N:16]1[C:20]([CH3:21])=[CH:19][N:18]=[CH:17]1.[CH2:23]=[O:24]>>[Cl:1][C:2]1[CH:7]=[CH:6][CH:5]=[CH:4][C:3]=1[C:8](=[O:22])[C:9]1[CH:14]=[C:13]([Cl:15])[CH:12]=[CH:11][C:10]=1[N:16]1[C:20]([CH3:21])=[CH:19][N:18]=[C:17]1[CH2:23][OH:24]. Procedure: In the manner given in Example 1, 2',5 -dichloro-2-(5-methylimidazol-1-yl)benzophenone is heated in a bomb to 150° C. with 37% aqueous formaldehyde solution to give 2',5-dichloro-2-[2-(hydroxymethyl)-5-methylimidazol-1-yl]benzophenone. Reactants: C(=O)O (formic acid), C1(=CC=CC=C1)C1=CC=C(C(=O)N)C=C1 (4-phenylbenzamide), P(Cl)(Cl)(Cl)(Cl)Cl (phosphorus pentachloride), Cl (HCl). Run in C(Cl)(Cl)(Cl)Cl (carbon tetrachloride). The product is ClP(=O)(NC(C1=CC=C(C=C1)C1=CC=CC=C1)=O)Cl (N-[Dichlorophosphinyl]-4-phenylbenzamide). RXN SMILES: [C:1]1([C:7]2[CH:15]=[CH:14][C:10]([C:11]([NH2:13])=[O:12])=[CH:9][CH:8]=2)[CH:6]=[CH:5][CH:4]=[CH:3][CH:2]=1.[P:16]([Cl:21])(Cl)(Cl)(Cl)[Cl:17].Cl.C(O)=[O:24]>C(Cl)(Cl)(Cl)Cl>[Cl:17][P:16]([Cl:21])([NH:13][C:11](=[O:12])[C:10]1[CH:9]=[CH:8][C:7]([C:1]2[CH:2]=[CH:3][CH:4]=[CH:5][CH:6]=2)=[CH:15][CH:14]=1)=[O:24]. Procedure details: A mixture of 23.5 g (0.12 mole) of 4-phenylbenzamide, 24.8 g (0.12 mole) of phosphorus pentachloride and 250 ml of AR carbon tetrachloride was heated at 70° until the HCl gas evolution nearly stops. It was chilled to 30° and 5.7 g (0.12 mole) of 97% formic acid added dropwise. The precipitate was collected, washed with AR carbon tetrachloride and air-dried to give 3.1 g, m.p. 123°-124°. Reactants: FC=1C(NC(NC1)=O)=O (5-fluorouracil), O1CCC=C1 (2,3-dihydrofuran). Solvent: C1=CC=CC=C1 (benzene). Product: O1C(CCC1)N1C(=O)N(C(=O)C(=C1)F)C1OCCC1 (1,3-bis-(tetrahydro-2-furyl)-5-fluorouracil). The yield is 48.1%. RXN SMILES: [F:1][C:2]1[C:3](=[O:9])[NH:4][C:5](=[O:8])[NH:6][CH:7]=1.[O:10]1[CH:14]=[CH:13][CH2:12][CH2:11]1>C1C=CC=CC=1>[O:10]1[CH2:11][CH2:12][CH2:13][CH:14]1[N:6]1[CH:7]=[C:2]([F:1])[C:3](=[O:9])[N:4]([CH:11]2[CH2:12][CH2:13][CH2:14][O:10]2)[C:5]1=[O:8]. Procedure: In a closed tubular reactor, 1.3 g of 5-fluorouracil, 5 ml of benzene and 14 g of 2,3-dihydrofuran were heated together at 200° C. for 6 hours. After cooling, the reaction mixture was concentrated to dryness under reduced pressure and the residue was separated and purified by column chromatography on 25 g silica gel. From the chloroform eluate, the fractions rich in the contemplated compound were collected. The solvent was distilled off and the residue was recrystallized from petroleum ether. By...